Task: describe an organic reaction: reactants, conditions, products, and yield. Dataset: the Open Reaction Database (ORD), a public repository of structured organic reaction records Reactants: NC1=CC=C(C#N)C=C1 (p-Aminobenzonitrile), [N+](=O)([O-])C1=CC=C(C#N)C=C1 (p-nitrobenzonitrile), [H-].[Al+3].[Li+].[H-].[H-].[H-] (lithium aluminum hydride). Product: NC1=CC=C(CN)C=C1 (p-aminobenzylamine). Yield: 37.0%. Reaction SMILES: [NH2:1][C:2]1[CH:9]=[CH:8][C:5]([C:6]#[N:7])=[CH:4][CH:3]=1.[N+](C1C=CC(C#N)=CC=1)([O-])=O.[H-].[Al+3].[Li+].[H-].[H-].[H-]>>[NH2:1][C:2]1[CH:9]=[CH:8][C:5]([CH2:6][NH2:7])=[CH:4][CH:3]=1 |f:2.3.4.5.6.7|. Procedure details: p-Aminobenzonitrile derived from p-nitrobenzonitrile is reduced by lithium aluminum hydride and thus, p-aminobenzylamine is obtained with an yield of 37% (N. C. Brown et al, J. Wedicinal Chem., 20 1189 (1977)). The reactants are Ligand 2, C1(=CC=C(C=C1)B(O)O)C (p-tolueneboronic acid), [F-].[Cs+] (CsF), ClC1=C(C#N)C=CC=C1 (2-chlorobenzonitrile). The reagents and catalysts are C=1C=CC(=CC1)/C=C/C(=O)/C=C/C2=CC=CC=C2.C=1C=CC(=CC1)/C=C/C(=O)/C=C/C2=CC=CC=C2.C=1C=CC(=CC1)/C=C/C(=O)/C=C/C2=CC=CC=C2.[Pd].[Pd] (Pd2 (dba)3). Run in solvent, CCOCC (Et2O), O1CCOCC1 (dioxane), O1CCOCC1 (dioxane). Reaction conditions: time 2 hour. The product is C(#N)C1=C(C=CC=C1)C1=CC=C(C=C1)C (2-cyano-4'-methylbiphenyl). Isolated yield 87.4%. RXN SMILES: [F-].[Cs+].Cl[C:4]1[CH:11]=[CH:10][CH:9]=[CH:8][C:5]=1[C:6]#[N:7].[C:12]1([CH3:21])[CH:17]=[CH:16][C:15](B(O)O)=[CH:14][CH:13]=1>O1CCOCC1.CCOCC.C1C=CC(/C=C/C(/C=C/C2C=CC=CC=2)=O)=CC=1.C1C=CC(/C=C/C(/C=C/C2C=CC=CC=2)=O)=CC=1.C1C=CC(/C=C/C(/C=C/C2C=CC=CC=2)=O)=CC=1.[Pd].[Pd]>[C:6]([C:5]1[CH:8]=[CH:9][CH:10]=[CH:11][C:4]=1[C:15]1[CH:16]=[CH:17][C:12]([CH3:21])=[CH:13][CH:14]=1)#[N:7] |f:0.1,6.7.8.9.10|. Procedure details: 7.65 mg of Pd2 (dba)3 (8.35 μmol) and 11.60 mg of Ligand 2 (33.33μmol) were combined in 5 ml of solvent (dioxane, toluene, or 2-propanone) and stirred at room temperature for 2 hours to form a catalyst solution that was used in this example and other examples. CsF (2.28 g, 15.0 mmol), 2-chlorobenzonitrile (0.689 g, 5.00 mmol), and p-tolueneboronic acid (0.748 g, 5.50 mmol) were taken up in 14 ml of dry dioxane under nitrogen and a 0.1 mol % aliquot from the catalyst solution (in dioxane) was add... Starting materials: NC1=CC(=C(C(=O)NCC2CCN(CC2)CCCCCN)C=C1Cl)OC (4-Amino-N-(1-(5-aminopentyl)piperidin-4-ylmethyl)-5-chloro-2-methoxybenzamide), FC1=CC=C(C=O)C=C1 (4-fluorobenzaldehyde). The product is NC1=CC(=C(C(=O)NCC2CCN(CC2)CCCCCNCC2=CC=C(C=C2)F)C=C1Cl)OC (4-amino-5-chloro-N-((1-(5-(4-fluorobenzylamino)pentyl)-piperidin-4-yl)methyl)-2-methoxybenzamide). Yield: 89.7%. RXN SMILES: [NH2:1][C:2]1[C:23]([Cl:24])=[CH:22][C:5]([C:6]([NH:8][CH2:9][CH:10]2[CH2:15][CH2:14][N:13]([CH2:16][CH2:17][CH2:18][CH2:19][CH2:20][NH2:21])[CH2:12][CH2:11]2)=[O:7])=[C:4]([O:25][CH3:26])[CH:3]=1.[F:27][C:28]1[CH:35]=[CH:34][C:31]([CH:32]=O)=[CH:30][CH:29]=1>>[NH2:1][C:2]1[C:23]([Cl:24])=[CH:22][C:5]([C:6]([NH:8][CH2:9][CH:10]2[CH2:11][CH2:12][N:13]([CH2:16][CH2:17][CH2:18][CH2:19][CH2:20][NH:21][CH2:32][C:31]3[CH:34]=[CH:35][C:28]([F:27])=[CH:29][CH:30]=3)[CH2:14][CH2:15]2)=[O:7])=[C:4]([O:25][CH3:26])[CH:3]=1. Reported procedure: 4-Amino-N-(1-(5-aminopentyl)piperidin-4-ylmethyl)-5-chloro-2-methoxybenzamide (2 g) as starting compound and 4-fluorobenzaldehyde (0.71 g) were reacted and treated in the same manner as in Example 121 to give 2.3 g of 4-amino-5-chloro-N-((1-(5-(4-fluorobenzylamino)pentyl)-piperidin-4-yl)methyl)-2-methoxybenzamide. Starting materials: [BH4-], COC(=O)C1CCC2C3CCC4=CC(=O)CCC4(C)C3C(=O)CC12C, CO, [Na+]. Product: COC(=O)C1CCC2C3CCC4=CC(O)CCC4(C)C3C(=O)CC12C. RXN SMILES: [BH4-:26].[CH3:1][O:2][C:3](=[O:4])[CH:5]1[C:6]2([CH3:7])[CH:8]([CH2:9][CH2:10]1)[CH:11]1[CH2:12][CH2:13][C:14]3=[CH:15][C:16](=[O:25])[CH2:17][CH2:18][C:19]3([CH3:20])[CH:21]1[C:22](=[O:24])[CH2:23]2.[CH3:28][OH:29].[Na+:27]>>[CH3:1][O:2][C:3](=[O:4])[CH:5]1[C:6]2([CH3:7])[CH:8]([CH2:9][CH2:10]1)[CH:11]1[CH2:12][CH2:13][C:14]3=[CH:15][CH:16]([OH:25])[CH2:17][CH2:18][C:19]3([CH3:20])[CH:21]1[C:22](=[O:24])[CH2:23]2. Starting materials: ClC=1C=CC=2N=CN=C(C2N1)NC1CCN(CC1)C(=O)OC(C)(C)C (tert-butyl 4-(6-chloropyrido[3,2-d]pyrimidin-4-ylamino)piperidine-1-carboxylate), ClC=1C=CC=2N=CN=C(C2N1)NC1CCN(CC1)C(=O)OC(C)(C)C (tert-butyl 4-(6-chloropyrido[3,2-d]pyrimidin-4-ylamino)piperidine-1-carboxylate), ClC1=NC=C(C=C1NS(=O)(=O)C1=C(C=C(C=C1)F)F)B1OC(C(O1)(C)C)(C)C (N-(2-chloro-5-(4,4,5,5-tetramethyl-1,3,2-dioxaborolan-2-yl)pyridin-3-yl)-2,4-difluorobenzenesulfonamide), ClC1=NC=C(C=C1NS(=O)(=O)C1=C(C=C(C=C1)F)F)B1OC(C(O1)(C)C)(C)C (N-(2-chloro-5-(4,4,5,5-tetramethyl-1,3,2-dioxaborolan-2-yl)pyridin-3-yl)-2,4-difluorobenzenesulfonamide), PdCl2(dppf)-CH2Cl2Adduct, C([O-])(O)=O.[Na+] (sodium bicarbonate). Solvent: O1CCOCC1 (dioxane). Product: ClC1=C(C=C(C=N1)C=1C=CC=2N=CN=C(C2N1)NC1CCN(CC1)C(=O)OC(C)(C)C)NS(=O)(=O)C1=C(C=C(C=C1)F)F (tert-butyl 4-(6-(6-chloro-5-(2,4-difluorophenylsulfonamido)pyridin-3-yl)pyrido[3,2-d]pyrimidin-4-ylamino)piperidine-1-carboxylate). The yield is 4.5%. Reaction SMILES: Cl[C:2]1[CH:3]=[CH:4][C:5]2[N:6]=[CH:7][N:8]=[C:9]([NH:12][CH:13]3[CH2:18][CH2:17][N:16]([C:19]([O:21][C:22]([CH3:25])([CH3:24])[CH3:23])=[O:20])[CH2:15][CH2:14]3)[C:10]=2[N:11]=1.[Cl:26][C:27]1[C:32]([NH:33][S:34]([C:37]2[CH:42]=[CH:41][C:40]([F:43])=[CH:39][C:38]=2[F:44])(=[O:36])=[O:35])=[CH:31][C:30](B2OC(C)(C)C(C)(C)O2)=[CH:29][N:28]=1.C(=O)(O)[O-].[Na+]>O1CCOCC1>[Cl:26][C:27]1[N:28]=[CH:29][C:30]([C:2]2[CH:3]=[CH:4][C:5]3[N:6]=[CH:7][N:8]=[C:9]([NH:12][CH:13]4[CH2:18][CH2:17][N:16]([C:19]([O:21][C:22]([CH3:24])([CH3:25])[CH3:23])=[O:20])[CH2:15][CH2:14]4)[C:10]=3[N:11]=2)=[CH:31][C:32]=1[NH:33][S:34]([C:37]1[CH:42]=[CH:41][C:40]([F:43])=[CH:39][C:38]=1[F:44])(=[O:36])=[O:35] |f:2.3|. Reported procedure: A mixture of tert-butyl 4-(6-chloropyrido[3,2-d]pyrimidin-4-ylamino)piperidine-1-carboxylate (Intermediate 24) (0.050 g, 0.137 mmol), N-(2-chloro-5-(4,4,5,5-tetramethyl-1,3,2-dioxaborolan-2-yl)pyridine-3-yl)-2,4-difluorobenzenesulfonamide (Intermediate 3) (0.065 g, 0.151 mmol), PdCl2(dppf)-CH2Cl2Adduct (5.61 mg, 6.87 μmol) and 1 N aq. sodium bicarbonate (0.275 ml, 0.275 mmol) in dioxane (1.40 ml) subjected to microwave irradiation for 1 hour at 110° C. After cooling to room temperature, the reac... Reactants: C(C)NCC (Diethylamine), O (water), C(C)OC(C(C(=O)O)CC=1C=NC(=C(C1)Cl)NC(=O)OC(C)(C)C)=O (2-(6-tert-butoxycarbonylamino-5-chloro-pyridin-3-ylmethyl)-malonic acid monoethyl ester), aq. solution, C=O (formaldehyde). The solvent is C(Cl)Cl (CH2Cl2), C(Cl)Cl (CH2Cl2). Reaction conditions: time 20 hour. Yields the product C(C)OC(C(=C)CC=1C=NC(=C(C1)Cl)NC(=O)OC(C)(C)C)=O (2-(6-tert-butoxycarbonylamino-5-chloro-pyridin-3-ylmethyl)-acrylic acid ethyl ester). The yield is 65.3%. As a reaction SMILES: C(NCC)C.O.[CH2:7]([O:9][C:10](=[O:31])[CH:11]([CH2:15][C:16]1[CH:17]=[N:18][C:19]([NH:23][C:24]([O:26][C:27]([CH3:30])([CH3:29])[CH3:28])=[O:25])=[C:20]([Cl:22])[CH:21]=1)[C:12](O)=O)[CH3:8].C=O>C(Cl)Cl>[CH2:7]([O:9][C:10](=[O:31])[C:11]([CH2:15][C:16]1[CH:17]=[N:18][C:19]([NH:23][C:24]([O:26][C:27]([CH3:30])([CH3:29])[CH3:28])=[O:25])=[C:20]([Cl:22])[CH:21]=1)=[CH2:12])[CH3:8]. Procedure: Diethylamine (3.67 ml, 3.67 mmol) was added dropwise followed by water (2.5 ml) and CH2Cl2 (2.5 ml) to a mixture of 2-(6-tert-butoxycarbonylamino-5-chloro-pyridin-3-ylmethyl)-malonic acid monoethyl ester (1.40 g, 3.64 mmol) and 37% aq. solution of formaldehyde (0.29 ml, 3.75 mmol) in CH2Cl2 (2 ml) at 0° C. The mixture was stirred for 20 h at room temperature and then poured onto ice-water and extracted with methylene chloride. The organic layer was washed with 5% NaHCO3, dried and concentrated u... Reactants: Cc1nccc(Nc2cc(Br)cn(C)c2=O)n1, CC(=O)OCc1c(B2OC(C)(C)C(C)(C)O2)cccc1N1CCn2c(cc3c2CCCC3)C1=O. Product: CC(=O)OCc1c(-c2cc(Nc3ccnc(C)n3)c(=O)n(C)c2)cccc1N1CCn2c(cc3c2CCCC3)C1=O. As a reaction SMILES: [Br:35][c:36]1[cH:37][c:38]([NH:44][c:45]2[n:46][c:47]([CH3:51])[n:48][cH:49][cH:50]2)[c:39](=[O:43])[n:40]([CH3:42])[cH:41]1.[C:1]([CH3:2])(=[O:3])[O:4][CH2:5][c:6]1[c:7]([N:21]2[C:22](=[O:34])[c:23]3[n:24]([c:25]4[c:30]([cH:31]3)[CH2:29][CH2:28][CH2:27][CH2:26]4)[CH2:32][CH2:33]2)[cH:8][cH:9][cH:10][c:11]1[B:12]1[O:13][C:14]([CH3:15])([CH3:16])[C:17]([CH3:18])([CH3:19])[O:20]1>>[C:1]([CH3:2])(=[O:3])[O:4][CH2:5][c:6]1[c:7]([N:21]2[C:22](=[O:34])[c:23]3[n:24]([c:25]4[c:30]([cH:31]3)[CH2:29][CH2:28][CH2:27][CH2:26]4)[CH2:32][CH2:33]2)[cH:8][cH:9][cH:10][c:11]1-[c:36]1[cH:37][c:38]([NH:44][c:45]2[n:46][c:47]([CH3:51])[n:48][cH:49][cH:50]2)[c:39](=[O:43])[n:40]([CH3:42])[cH:41]1.